This data is from the Open Reaction Database (ORD), a public repository of structured organic reaction records. The task is: describe an organic reaction: reactants, conditions, products, and yield RXN SMILES: [C:25]([CH3:26])([CH3:27])([CH3:28])[O:29][C:30](=[O:31])[NH:32][CH:33]([C:34](=[O:35])[OH:36])[c:37]1[cH:38][cH:39][c:40]([O:43][CH2:44][CH2:45][O:46][C:47]([CH3:48])([CH3:49])[CH3:50])[cH:41][cH:42]1.[CH3:70][N:71]([CH3:72])[CH:73]=[O:74].[CH:51]([N:52]([CH2:53][CH3:54])[CH:55]([CH3:56])[CH3:57])([CH3:58])[CH3:59].[Cl:1][c:2]1[n:3][c:4]([CH:15]([CH:16]([CH3:17])[c:18]2[cH:19][cH:20][cH:21][cH:22][cH:23]2)[NH2:24])[nH:5][c:6]1-[c:7]1[c:8]([F:14])[cH:9][c:10]([I:13])[cH:11][cH:12]1.[OH2:75].[OH:60][n:61]1[c:62]2[cH:63][cH:64][cH:65][cH:66][c:67]2[n:68][n:69]1>>[Cl:1][c:2]1[n:3][c:4]([CH:15]([CH:16]([CH3:17])[c:18]2[cH:19][cH:20][cH:21][cH:22][cH:23]2)[NH:24][C:34]([CH:33]([NH:32][C:30]([O:29][C:25]([CH3:26])([CH3:27])[CH3:28])=[O:31])[c:37]2[cH:38][cH:39][c:40]([O:43][CH2:44][CH2:45][O:46][C:47]([CH3:48])([CH3:49])[CH3:50])[cH:41][cH:42]2)=[O:35])[nH:5][c:6]1-[c:7]1[c:8]([F:14])[cH:9][c:10]([I:13])[cH:11][cH:12]1. Product: CC(c1ccccc1)C(NC(=O)C(NC(=O)OC(C)(C)C)c1ccc(OCCOC(C)(C)C)cc1)c1nc(Cl)c(-c2ccc(I)cc2F)[nH]1. The reactants are CC(C)(C)OCCOc1ccc(C(NC(=O)OC(C)(C)C)C(=O)O)cc1, CN(C)C=O, CCN(C(C)C)C(C)C, CC(c1ccccc1)C(N)c1nc(Cl)c(-c2ccc(I)cc2F)[nH]1, O, On1nnc2ccccc21. Reactants: [N+](=O)([O-])C1=CC=C(O1)C(=O)O (5-nitro-2-furoic acid), N1(CCCCC1)CC=1C=C(OC\C=C/CNC(CSCCN)=O)C=CC1 (N-[4-[3-(piperidinomethyl) phenoxy]-cis-2-butenyl]-2-(2-aminoethylthio)acetamide), C=1C=CC2=C(C1)N=NN2O (HOBt), C1CCC(CC1)N=C=NC2CCCCC2 (DCC). Run in ClCCl (dichloromethane). Conditions: time 30 minute. The product is N1(CCCCC1)CC=1C=C(OC\C=C/CNC(CSCCNC(=O)C=2OC(=CC2)[N+](=O)[O-])=O)C=CC1 (N-[4-[3-(piperidinomethyl) phenoxy]-cis-2-butenyl]-2-[2-[(5-nitro)-2-furoylamino]ethylthio]acetamide). The yield is 10.6%. Reaction SMILES: [N+:1]([C:4]1[O:8][C:7]([C:9]([OH:11])=O)=[CH:6][CH:5]=1)([O-:3])=[O:2].C1C=CC2N(O)N=NC=2C=1.C1CCC(N=C=NC2CCCCC2)CC1.[N:37]1([CH2:43][C:44]2[CH:45]=[C:46]([CH:60]=[CH:61][CH:62]=2)[O:47][CH2:48]/[CH:49]=[CH:50]\[CH2:51][NH:52][C:53](=[O:59])[CH2:54][S:55][CH2:56][CH2:57][NH2:58])[CH2:42][CH2:41][CH2:40][CH2:39][CH2:38]1>ClCCl>[N:37]1([CH2:43][C:44]2[CH:45]=[C:46]([CH:60]=[CH:61][CH:62]=2)[O:47][CH2:48]/[CH:49]=[CH:50]\[CH2:51][NH:52][C:53](=[O:59])[CH2:54][S:55][CH2:56][CH2:57][NH:58][C:9]([C:7]2[O:8][C:4]([N+:1]([O-:3])=[O:2])=[CH:5][CH:6]=2)=[O:11])[CH2:42][CH2:41][CH2:40][CH2:39][CH2:38]1. Reported procedure: There was suspended 1.67 g (0.011 mol) of 5-nitro-2-furoic acid in 85 ml of dichloromethane and added 1.62 g (0.011 mol) of HOBt and 2.26 g (0.011 mol) of DCC under cooling with ice, and the mixture was stirred for 30 minutes. Thereto was added 4.0 g (0.011 mol) of N-[4-[3-(piperidinomethyl) phenoxy]-cis-2-butenyl]-2-(2-aminoethylthio)acetamide and the mixture was stirred for 18 hours at room temperature. The precipitate was filtrated off, and the filtrate was washed with 10% aqueous solution of... Starting materials: BrC1=CC=2N3C4=C(C=C(C=C4C2C=C1)OCCCO)C(C(=C3)CC=3C=NC=CC3)=O (9-bromo-2-(3-hydroxypropyloxy)-5-(3-pyridylmethyl)-4H-pyrido[3,2,1-jk]carbazole-4-one), C(\C=C/C(=O)O)(=O)O (maleic acid). Solvent: CO (methanol), CO (methanol). Run at time 30 minute. Yields the product C(\C=C/C(=O)O)(=O)O.BrC1=CC=2N3C4=C(C=C(C=C4C2C=C1)OCCCO)C(C(=C3)CC=3C=NC=CC3)=O (9-bromo-2-(3-hydroxypropyloxy)-5-(3-pyridylmethyl)-4H-pyrido[3,2,1-jk]carbazole-4-one maleate). Yield: 400.7%. As a reaction SMILES: [Br:1][C:2]1[CH:14]=[CH:13][C:12]2[C:11]3[C:6]4=[C:7]([C:20](=[O:30])[C:21]([CH2:23][C:24]5[CH:25]=[N:26][CH:27]=[CH:28][CH:29]=5)=[CH:22][N:5]4[C:4]=2[CH:3]=1)[CH:8]=[C:9]([O:15][CH2:16][CH2:17][CH2:18][OH:19])[CH:10]=3.[C:31]([OH:38])(=[O:37])/[CH:32]=[CH:33]\[C:34]([OH:36])=[O:35]>CO>[C:31]([OH:38])(=[O:37])/[CH:32]=[CH:33]\[C:34]([OH:36])=[O:35].[Br:1][C:2]1[CH:14]=[CH:13][C:12]2[C:11]3[C:6]4=[C:7]([C:20](=[O:30])[C:21]([CH2:23][C:24]5[CH:25]=[N:26][CH:27]=[CH:28][CH:29]=5)=[CH:22][N:5]4[C:4]=2[CH:3]=1)[CH:8]=[C:9]([O:15][CH2:16][CH2:17][CH2:18][OH:19])[CH:10]=3 |f:3.4|. Procedure details: 9-bromo-2-(3-hydroxypropyloxy)-5-(3-pyridylmethyl)-4H-pyrido[3,2,1-jk]carbazole-4-one (50 mg) obtained in Example 110 was suspended in methanol (100 ml) and to the suspension was added a solution of maleic acid (2.5 mg) in methanol (5 ml) at room temperature. The mixture was heated under reflux with stirring for 30 minutes and allowed to cool. The solvent was evaporated under reduced pressure, and the resulting crude crystals were washed with a small amount of methanol and ether in succession to... The reactants are CC(C)OC(=O)/N=N/C(=O)OC(C)C (DIAD), ice, C(C)(C)(C)OC(=O)N1CCC(CC1)O (4-hydroxypiperidine-1-carboxylic acid tert-butyl ester), ClC1=CC=C(C=C1)O (4-chlorophenol), C1(=CC=CC=C1)P(C1=CC=CC=C1)C1=CC=CC=C1 (triphenylphosphine). Solvent: hexanes, CCOCC (Ether), C1CCOC1 (THF), C1CCOC1 (THF), hexanes. Product: C(C)(C)(C)OC(=O)N1CCC(CC1)OC1=CC=C(C=C1)Cl (4-(4-Chlorophenoxy)-piperidine-1-carboxylic acid tert-butyl ester). The yield is 125.7%. As a reaction SMILES: CC(OC(/N=N/C(OC(C)C)=O)=O)C.[C:15]([O:19][C:20]([N:22]1[CH2:27][CH2:26][CH:25]([OH:28])[CH2:24][CH2:23]1)=[O:21])([CH3:18])([CH3:17])[CH3:16].[Cl:29][C:30]1[CH:35]=[CH:34][C:33](O)=[CH:32][CH:31]=1.C1(P(C2C=CC=CC=2)C2C=CC=CC=2)C=CC=CC=1>C1COCC1.CCOCC>[C:15]([O:19][C:20]([N:22]1[CH2:27][CH2:26][CH:25]([O:28][C:33]2[CH:34]=[CH:35][C:30]([Cl:29])=[CH:31][CH:32]=2)[CH2:24][CH2:23]1)=[O:21])([CH3:18])([CH3:16])[CH3:17]. Procedure: A solution of DIAD (11.4 mL; 55.0 mmol) in THF (15 mL) was added dropwise over 35 min to an ice-cold solution of 4-hydroxypiperidine-1-carboxylic acid tert-butyl ester (10.06 g; 50.0 mmol), 4-chlorophenol (5.1 mL; 50.4 mmol) and triphenylphosphine (14.44 g; 55.1 mmol) in THF (40 mL). After 2.9 days at room temperature the solvent was removed on a rotary evaporator leaving a viscous liquid; hexanes was added then evaporated leaving a solid. Ether (25 mL), followed by hexanes (100 mL), was added a... Reactants: FC1=C(C(=CC=C1)F)N1C(NCC=2C1=NC(=NC2C2=C(C=C(C=C2)F)C)SC)=O (1-(2,6-difluorophenyl)-5-(4-fluoro-2-methylphenyl)-7-methylsulfanyl-3,4-dihydro-1H-pyrimido[4,5-d]pyrimidin-2-one), OOS(=O)[O-].[K+] (oxone). Solvent: C1CCOC1 (THF), O (H2O), CCOC(=O)C (EtOAc). Conditions: time 2 hour. The product is FC1=C(C(=CC=C1)F)N1C(NCC=2C1=NC(=NC2C2=C(C=C(C=C2)F)C)S(=O)C)=O (1-(2,6-difluorophenyl)-5-(4-fluoro-2-methylphenyl)-7-methylsulfinyl-3,4-dihydro-1H-pyrimido[4,5-d]pyrimidin-2-one). Reaction SMILES: [F:1][C:2]1[CH:7]=[CH:6][CH:5]=[C:4]([F:8])[C:3]=1[N:9]1[C:14]2=[N:15][C:16]([S:27][CH3:28])=[N:17][C:18]([C:19]3[CH:24]=[CH:23][C:22]([F:25])=[CH:21][C:20]=3[CH3:26])=[C:13]2[CH2:12][NH:11][C:10]1=[O:29].[OH:30]OS([O-])=O.[K+]>C1COCC1.O.CCOC(C)=O>[F:8][C:4]1[CH:5]=[CH:6][CH:7]=[C:2]([F:1])[C:3]=1[N:9]1[C:14]2=[N:15][C:16]([S:27]([CH3:28])=[O:30])=[N:17][C:18]([C:19]3[CH:24]=[CH:23][C:22]([F:25])=[CH:21][C:20]=3[CH3:26])=[C:13]2[CH2:12][NH:11][C:10]1=[O:29] |f:1.2|. Procedure: The product of example 2 (204 mg, 0.49 mmol) in THF was treated dropwise with oxone® (0.307 g, 0.5 mmol) in H2O (10 mL). The mixture was stirred at 23° for 2 h, diluted with EtOAc (100 mL) and washed with H2O (2×25 mL) and satd aq NaCl (25 mL), dried (Na2SO4), and concentrated. The residue was purified by prep hplc to afford the sulfoxide as a white powder. LC MS m/z=433 (MH+), Rt=1.70 min Starting materials: FC(C(=O)C1=C(C=CC=C1)O)(F)F (2-trifluoroacetylphenol), Cl.CN(C)CCCl (2-[N,N-dimethylamino]ethyl chloride, hydrochloride), C1(=CC=CC=C1)C (toluene), O (water). Run in CCOCC (ether). Yields the product CN(C)CCOC1=C(C=CC=C1)C(C(F)(F)F)=O ([2-[2-(N,N-Dimethylamino)ethoxy]phenyl]-2,2,2-trifluoroethanone). Yield: 71.8%. RXN SMILES: [F:1][C:2]([F:13])([F:12])[C:3]([C:5]1[CH:10]=[CH:9][CH:8]=[CH:7][C:6]=1[OH:11])=[O:4].Cl.[CH3:15][N:16]([CH2:18][CH2:19]Cl)[CH3:17].C1(C)C=CC=CC=1.O>CCOCC>[CH3:15][N:16]([CH2:18][CH2:19][O:11][C:6]1[CH:7]=[CH:8][CH:9]=[CH:10][C:5]=1[C:3](=[O:4])[C:2]([F:12])([F:13])[F:1])[CH3:17] |f:1.2|. Procedure: A mixture of 2-trifluoroacetylphenol (380 mg, 2.0 mmol), 2-[N,N-dimethylamino]ethyl chloride, hydrochloride (432 mg, 6.0 mmol) potassium carbonate (1.38 g, 10 mmol) and toluene (5 ml) was refluxed for 3.5 h. After cooling to r.t., the mixture was treated with water and ether. The organic layer was washed twice with brine, dried over sodium sulfate and concentrated in vacuo. The residue was chromatographed on silica gel (acetone/ether 1:1 to 1:0) to give the title compound (375 mg, 72%) as a whit... The reactants are CC(=O)c1ccc(C(=O)c2ccccc2)cc1, CCO, CCOC(OCC)OCC. Product: CCOC(OCC)C(=O)c1ccc(C(=O)c2ccccc2)cc1. As a reaction SMILES: [C:1]([CH3:2])(=[O:3])[c:4]1[cH:5][cH:6][c:7]([C:8](=[O:9])[c:10]2[cH:11][cH:12][cH:13][cH:14][cH:15]2)[cH:16][cH:17]1.[CH3:28][CH2:29][OH:30].[CH:18]([O:19][CH2:20][CH3:21])([O:22][CH2:23][CH3:24])[O:25][CH2:26][CH3:27]>>[C:1](=[O:3])([c:4]1[cH:5][cH:6][c:7]([C:8](=[O:9])[c:10]2[cH:11][cH:12][cH:13][cH:14][cH:15]2)[cH:16][cH:17]1)[CH:18]([O:22][CH2:23][CH3:24])[O:25][CH2:26][CH3:27]. The reactants are FC=1C=C(C=CC1OC)C=1C=C(C(N(N1)CC(C)C)=O)COS(=O)(=O)C (6-(3-fluoro-4-methoxyphenyl)-2-isobutyl-4-methanesulfonyloxymethyl-2H-pyridazin-3-one), N1(CCNCC1)C(=O)OC(C)(C)C (tert-butyl 1-piperazinecarboxylate). Product: C(C)(C)(C)OC(=O)N1CCN(CC1)CC=1C(N(N=C(C1)C1=CC(=C(C=C1)OC)F)CC(C)C)=O (4-(4-tert-butoxycarbonyl-1-piperazinyl)methyl-6-(3-fluoro-4-methoxyphenyl)-2-isobutyl-2H-pyridazin-3-one). The yield is 94.3%. As a reaction SMILES: [F:1][C:2]1[CH:3]=[C:4]([C:10]2[CH:11]=[C:12]([CH2:21]OS(C)(=O)=O)[C:13](=[O:20])[N:14]([CH2:16][CH:17]([CH3:19])[CH3:18])[N:15]=2)[CH:5]=[CH:6][C:7]=1[O:8][CH3:9].[N:27]1([C:33]([O:35][C:36]([CH3:39])([CH3:38])[CH3:37])=[O:34])[CH2:32][CH2:31][NH:30][CH2:29][CH2:28]1>>[C:36]([O:35][C:33]([N:27]1[CH2:32][CH2:31][N:30]([CH2:21][C:12]2[C:13](=[O:20])[N:14]([CH2:16][CH:17]([CH3:18])[CH3:19])[N:15]=[C:10]([C:4]3[CH:5]=[CH:6][C:7]([O:8][CH3:9])=[C:2]([F:1])[CH:3]=3)[CH:11]=2)[CH2:29][CH2:28]1)=[O:34])([CH3:39])([CH3:37])[CH3:38]. Procedure details: Following the procedure of Example 1(10), 6-(3-fluoro-4-methoxyphenyl)-2-isobutyl-4-methanesulfonyloxymethyl-2H-pyridazin-3-one and tert-butyl 1-piperazinecarboxylate were reacted to yield the title compound as a yellow oil (yield: 94.3%).